This data is from the Open Reaction Database (ORD), a public repository of structured organic reaction records. The task is: describe an organic reaction: reactants, conditions, products, and yield Reactants: C(C)OC(\C=C\C=C(C1=CC(=CC=C1)[N+](=O)[O-])C1=CC(=CC=C1)[N+](=O)[O-])=O ((E)-5,5-bis(3-nitrophenyl)-2,4-pentadienoic acid ethyl ester), [OH-].[Na+] (sodium hydroxide). The solvent is O (water). The product is [N+](=O)([O-])C=1C=C(C=CC1)C(=C/C=C/C(=O)O)C1=CC(=CC=C1)[N+](=O)[O-] ((E)-5,5-bis(3-nitrophenyl)-2,4-pentadienoic acid). Isolated yield 97.6%. As a reaction SMILES: C([O:3][C:4](=[O:27])/[CH:5]=[CH:6]/[CH:7]=[C:8]([C:18]1[CH:23]=[CH:22][CH:21]=[C:20]([N+:24]([O-:26])=[O:25])[CH:19]=1)[C:9]1[CH:14]=[CH:13][CH:12]=[C:11]([N+:15]([O-:17])=[O:16])[CH:10]=1)C.[OH-].[Na+]>O>[N+:15]([C:11]1[CH:10]=[C:9]([C:8]([C:18]2[CH:23]=[CH:22][CH:21]=[C:20]([N+:24]([O-:26])=[O:25])[CH:19]=2)=[CH:7]/[CH:6]=[CH:5]/[C:4]([OH:27])=[O:3])[CH:14]=[CH:13][CH:12]=1)([O-:17])=[O:16] |f:1.2|. Reported procedure: A mixture of (E)-5,5-bis(3-nitrophenyl)-2,4-pentadienoic acid ethyl ester (6.1 g) methanol (25 mL) and 2N sodium hydroxide solution (12.5 mL) was stirred at reflux for 15 minutes, then was diluted with water (50 mL) and concentrated in vacuo to remove the methanol. The basic solution was poured into a mixture of ice and 2N hydrochloric acid (20 mL), and the resulting buff-colored solids were filtered and dried to afford 5,5 g of (E)-5,5-bis(3-nitrophenyl)-2,4-pentadienoic acid mp 234°-237° C. Re... Reactants: COC(=O)C=1NC2=CC=C(C=C2C1)S(=O)(=O)C (5methanesulfonylindole-2-carboxylic acid methyl ester), [H-].[Na+] (sodium hydride), Cl (hydrochloric acid), FC1=CC=C(CBr)C=C1 (4-fluorobenzyl bromide). Solvent: CN(C=O)C (N,N-dimethylformamide). Run at time 20 minute. Yields the product COC(=O)C=1N(C2=CC=C(C=C2C1)S(=O)(=O)C)CC1=CC=C(C=C1)F (1-(4-fluorobenzyl)-5-methanesulfonylindole-2-carboxylic acid methyl ester). RXN SMILES: [CH3:1][O:2][C:3]([C:5]1[NH:6][C:7]2[C:12]([CH:13]=1)=[CH:11][C:10]([S:14]([CH3:17])(=[O:16])=[O:15])=[CH:9][CH:8]=2)=[O:4].[H-].[Na+].[F:20][C:21]1[CH:28]=[CH:27][C:24]([CH2:25]Br)=[CH:23][CH:22]=1.Cl>CN(C)C=O>[CH3:1][O:2][C:3]([C:5]1[N:6]([CH2:25][C:24]2[CH:27]=[CH:28][C:21]([F:20])=[CH:22][CH:23]=2)[C:7]2[C:12]([CH:13]=1)=[CH:11][C:10]([S:14]([CH3:17])(=[O:16])=[O:15])=[CH:9][CH:8]=2)=[O:4] |f:1.2|. Reported procedure: To a mixture of the compound obtained in Example 22 (2) (1.2 g) and N,N-dimethylformamide (23 ml), 60% sodium hydride (204 mg) was added at 0° C. and the mixture was stirred at the same temperature for 20 minutes. To the reaction mixture was added 4-fluorobenzyl bromide (0.65 ml) at 0° C. and the mixture was stirred at 15 to 30° C. for 2 hours. 2N hydrochloric acid was added thereto, and the mixture was extracted with ethyl acetate. The organic layer was washed with water, dried over sodium sulf... Starting materials: CSCCl, CC(C)=O, [I-], [K+], [K+], [Na+], O=C([O-])[O-], O=Cc1cccc(O)c1. Yields the product CSCOc1cccc(C=O)c1. RXN SMILES: [CH3:18][S:19][CH2:20][Cl:21].[CH3:22][C:23](=[O:24])[CH3:25].[I-:16].[K+:10].[K+:11].[Na+:17].[O-:12][C:13]([O-:14])=[O:15].[OH:1][c:2]1[cH:3][c:4]([CH:5]=[O:6])[cH:7][cH:8][cH:9]1>>[O:1]([c:2]1[cH:3][c:4]([CH:5]=[O:6])[cH:7][cH:8][cH:9]1)[CH2:20][S:19][CH3:18]. Starting materials: OCC=1N(C2=CC=CC=C2C1)C=1C=NC=CC1 (2-hydroxymethyl-N-(3-pyridyl)indole). Reagents/catalysts: C([O-])([O-])=O.[Ag+2] (silver carbonate). The solvent is C1(=CC=CC=C1)C (toluene). The product is N1=CC(=CC=C1)N1C(=CC2=CC=CC=C12)C=O (N-(3-pyridyl)indole-2-carboxaldehyde). As a reaction SMILES: [OH:1][CH2:2][C:3]1[N:4]([C:12]2[CH:13]=[N:14][CH:15]=[CH:16][CH:17]=2)[C:5]2[C:10]([CH:11]=1)=[CH:9][CH:8]=[CH:7][CH:6]=2>C1(C)C=CC=CC=1.C(=O)([O-])[O-].[Ag+2]>[N:14]1[CH:15]=[CH:16][CH:17]=[C:12]([N:4]2[C:5]3[C:10](=[CH:9][CH:8]=[CH:7][CH:6]=3)[CH:11]=[C:3]2[CH:2]=[O:1])[CH:13]=1 |f:2.3|. Reported procedure: A solution of 3.3 g of 2-hydroxymethyl-N-(3-pyridyl)indole in 33 ml of dry toluene under nitrogen is refluxed with 16.5 g of silver carbonate for 24 hours. Filtration through celite and evaporation yields an oil which is purified by preparative layer chromatography on silica with methylene chloride-ethyl acetate (8:2) as the eluent to yield N-(3-pyridyl)indole-2-carboxaldehyde, m.p. 101°-103° C. Starting materials: C1(CC1)COC1=C(C=CC(=C1)S)NS(=O)(=O)C (N-(2-(cyclopropylmethoxy)-4-mercaptophenyl)-methanesulfonamide), ClC=1C=[N+](C=C(C1C[C@H](OC(=O)OC1=CC=C(C=C1)[N+](=O)[O-])C1=CC(=C(C=C1)OC(F)F)OCC1CC1)Cl)[O-] ((S)-3,5-dichloro-4-(2-(3-(cyclopropylmethoxy)-4-(difluoromethoxy)phenyl)-2-((4-nitrophenoxy)-carbonyloxy)ethyl)pyridine 1-oxide). Reagents/catalysts: CN(C)C=1C=CN=CC1 (DMAP). The solvent is C(Cl)Cl (DCM), C(Cl)Cl (DCM). Run at time 8 hour. Yields the product ClC=1C=[N+](C=C(C1C[C@H](OC(=O)SC1=CC(=C(C=C1)NS(=O)(=O)C)OCC1CC1)C1=CC(=C(C=C1)OC(F)F)OCC1CC1)Cl)[O-] ((S)-3,5-dichloro-4-(2-(3-(cyclopropylmethoxy)-4-(difluoromethoxy)phenyl)-2-((3-(cyclopropylmethoxy)-4-(methylsulfonamido)-phenylthio)carbonyloxy)ethyl)pyridine 1-oxide). RXN SMILES: [CH:1]1([CH2:4][O:5][C:6]2[CH:11]=[C:10]([SH:12])[CH:9]=[CH:8][C:7]=2[NH:13][S:14]([CH3:17])(=[O:16])=[O:15])[CH2:3][CH2:2]1.[Cl:18][C:19]1[CH:20]=[N+:21]([O-:56])[CH:22]=[C:23]([Cl:55])[C:24]=1[CH2:25][C@@H:26]([C:40]1[CH:45]=[CH:44][C:43]([O:46][CH:47]([F:49])[F:48])=[C:42]([O:50][CH2:51][CH:52]2[CH2:54][CH2:53]2)[CH:41]=1)[O:27][C:28](OC1C=CC([N+]([O-])=O)=CC=1)=[O:29]>CN(C1C=CN=CC=1)C.C(Cl)Cl>[Cl:55][C:23]1[CH:22]=[N+:21]([O-:56])[CH:20]=[C:19]([Cl:18])[C:24]=1[CH2:25][C@@H:26]([C:40]1[CH:45]=[CH:44][C:43]([O:46][CH:47]([F:49])[F:48])=[C:42]([O:50][CH2:51][CH:52]2[CH2:54][CH2:53]2)[CH:41]=1)[O:27][C:28]([S:12][C:10]1[CH:9]=[CH:8][C:7]([NH:13][S:14]([CH3:17])(=[O:16])=[O:15])=[C:6]([O:5][CH2:4][CH:1]2[CH2:2][CH2:3]2)[CH:11]=1)=[O:29]. Procedure details: A solution of N-(2-(cyclopropylmethoxy)-4-mercaptophenyl)-methanesulfonamide (0.112 g, 0.410 mmol), (S)-3,5-dichloro-4-(2-(3-(cyclopropylmethoxy)-4-(difluoromethoxy)phenyl)-2-((4-nitrophenoxy)-carbonyloxy)ethyl)pyridine 1-oxide (prepared with an analogous procedure to that described in Scheme 3, Step 1) (0.200 g, 0.342 mmol), and DMAP (0.021 g, 0.171 mmol) in DCM (8 ml) was stirred at RT overnight. The mixture was diluted with DCM and washed several times with diluted aqueous K2CO3. The organic ... Starting materials: BrBr (bromine), [OH-].[Na+] (sodium hydroxide), OO (hydrogen peroxide), COC1=CC=C(C=C1)C=1SC=CC1C1=CC=C(C=C1)OC (2,3-bis(4-methoxyphenyl)thiophene), C(CCC)[Li] (n-butyl lithium), C(C)(CC)B(C(C)CC)C(C)CC (tri-s-butylboron). Run in C(C)OCC (diethyl ether), C1(=CC=CC=C1)C (toluene), C(C)OCC (diethyl ether). Conditions: time 0.5 hour. Yields the product CC(CC)C1=CC(=C(S1)C1=CC=C(C=C1)OC)C1=CC=C(C=C1)OC (5-(1-Methylpropyl)-2,3-bis(4-methoxyphenyl)thiophene). Yield: 41.0%. RXN SMILES: [CH3:1][O:2][C:3]1[CH:8]=[CH:7][C:6]([C:9]2[S:10][CH:11]=[CH:12][C:13]=2[C:14]2[CH:19]=[CH:18][C:17]([O:20][CH3:21])=[CH:16][CH:15]=2)=[CH:5][CH:4]=1.[CH2:22]([Li])[CH2:23][CH2:24][CH3:25].C(B(C(CC)C)C(CC)C)(CC)C.BrBr.[OH-].[Na+].OO>C1(C)C=CC=CC=1.C(OCC)C>[CH3:22][CH:23]([C:11]1[S:10][C:9]([C:6]2[CH:5]=[CH:4][C:3]([O:2][CH3:1])=[CH:8][CH:7]=2)=[C:13]([C:14]2[CH:19]=[CH:18][C:17]([O:20][CH3:21])=[CH:16][CH:15]=2)[CH:12]=1)[CH2:24][CH3:25] |f:4.5|. Procedure: A solution of 2,3-bis(4-methoxyphenyl)thiophene (5.92 g, 20 mmole) in toluene (40 ml)/diethyl ether (130 ml) was treated with 1.6M n-butyl lithium (14 ml, 1.1 equiv.) and heated at reflux for 1.5 hours. The reaction mixture was cooled to -76° and treated dropwise with 1M tri-s-butylboron (22 ml, 1.1 equiv.). After 0.5 hours at -76°, the reaction mixture was stirred at 0° for 0.5 hours, recooled to -76° and treated with bromine (1 ml, 20 mmole) in 20 ml diethyl ether. The mixture was allowed to w... Starting materials: C1C([C@@H](C(O1)C(CO)O)O)O (sorbitan), C(CCCCCCC\C=C/CCCCCCCC)(=O)O (oleic acid). Run in P(=O)([O-])([O-])[O-] (phosphate). Yields the product CCCCCCCC/C=C\CCCCCCCC(=O)OCC([C@@H]1[C@@H]([C@H](CO1)O)O)O (sorbitan oleate). Isolated yield 142.5%. As a reaction SMILES: [CH2:1]1[O:5][CH:4]([CH:6]([OH:9])[CH2:7][OH:8])[C@@H:3]([OH:10])[CH:2]1[OH:11].[C:12](O)(=[O:30])[CH2:13][CH2:14][CH2:15][CH2:16][CH2:17][CH2:18][CH2:19]/[CH:20]=[CH:21]\[CH2:22][CH2:23][CH2:24][CH2:25][CH2:26][CH2:27][CH2:28][CH3:29]>P([O-])([O-])([O-])=O>[CH3:29][CH2:28][CH2:27][CH2:26][CH2:25][CH2:24][CH2:23][CH2:22]/[CH:21]=[CH:20]\[CH2:19][CH2:18][CH2:17][CH2:16][CH2:15][CH2:14][CH2:13][C:12]([O:8][CH2:7][CH:6]([OH:9])[C@H:4]1[O:5][CH2:1][C@H:2]([OH:11])[C@H:3]1[OH:10])=[O:30]. Procedure: To 1000 ml of a phosphate buffer having a pH of 7.3 were added 4.93 g of sorbitan, 22.60 g of oleic acid and 4.0 g of LIPASE MY. The mixture was incubated and processed as in Example 1 to give 18.34 g of sorbitan oleate. Starting materials: O=C([O-])[O-], CCOC(=O)Cl, CN1CCC(Oc2cccc(Cl)c2)C(c2ccccc2)C1, [K+], [K+], c1ccccc1. Product: CCOC(=O)N1CCC(Oc2cccc(Cl)c2)C(c2ccccc2)C1. Reaction SMILES: [C:28](=[O:29])([O-:30])[O-:31].[Cl:1][C:2](=[O:3])[O:4][CH2:5][CH3:6].[Cl:7][c:8]1[cH:9][c:10]([O:11][CH:12]2[CH:13]([c:19]3[cH:20][cH:21][cH:22][cH:23][cH:24]3)[CH2:14][N:15]([CH3:18])[CH2:16][CH2:17]2)[cH:25][cH:26][cH:27]1.[K+:32].[K+:33].[cH:34]1[cH:35][cH:36][cH:37][cH:38][cH:39]1>>[C:2](=[O:3])([O:4][CH2:5][CH3:6])[N:15]1[CH2:14][CH:13]([c:19]2[cH:20][cH:21][cH:22][cH:23][cH:24]2)[CH:12]([O:11][c:10]2[cH:9][c:8]([Cl:7])[cH:27][cH:26][cH:25]2)[CH2:17][CH2:16]1.